This data is from the Open Reaction Database (ORD), a public repository of structured organic reaction records. The task is: describe an organic reaction: reactants, conditions, products, and yield The reactants are CC(=O)O, CCOC(=O)c1cn(C2CC2F)c2c(C)c(F)cc(N)c2c1=O, O, O=S(=O)(O)O. The product is Cc1c(F)cc(N)c2c(=O)c(C(=O)O)cn(C3CC3F)c12. Reaction SMILES: [CH3:30][C:31](=[O:32])[OH:33].[NH2:1][c:2]1[c:3]2[c:4](=[O:23])[c:5]([C:18](=[O:19])[O:20][CH2:21][CH3:22])[cH:6][n:7]([CH:14]3[CH:15]([F:17])[CH2:16]3)[c:8]2[c:9]([CH3:13])[c:10]([F:12])[cH:11]1.[OH2:24].[S:25](=[O:26])(=[O:27])([OH:28])[OH:29]>>[NH2:1][c:2]1[c:3]2[c:4](=[O:23])[c:5]([C:18](=[O:19])[OH:20])[cH:6][n:7]([CH:14]3[CH:15]([F:17])[CH2:16]3)[c:8]2[c:9]([CH3:13])[c:10]([F:12])[cH:11]1. Reactants: [F-].[Cs+] (cesium fluoride), O1C(OCCC1)C1=CC(=C(C=C1)C=1SC2=NC(=CC=C2N1)Cl)F (2-(4-(1,3-dioxan-2-yl)-2-fluorophenyl)-5-chlorothiazolo[5,4-b]pyridine), C(C1=CC=CC=C1)OC1=CC=C(C=C1)C(=C)[Sn](CCCC)(CCCC)CCCC ((1-(4-(benzyloxy)-phenyl)vinyl)tributylstannane). Reagents/catalysts: [Cu]I (CuI), [Pd].C1(=CC=CC=C1)P(C1=CC=CC=C1)C1=CC=CC=C1.C1(=CC=CC=C1)P(C1=CC=CC=C1)C1=CC=CC=C1.C1(=CC=CC=C1)P(C1=CC=CC=C1)C1=CC=CC=C1.C1(=CC=CC=C1)P(C1=CC=CC=C1)C1=CC=CC=C1 (tetrakis(triphenylphosphine) palladium (0)). Run in CC(OCC)=O (EA), CN(C)C=O (DMF). Run at temperature 55 celsius. The product is O1C(OCCC1)C1=CC(=C(C=C1)C=1SC2=NC(=CC=C2N1)C(=C)C1=CC=C(C=C1)OCC1=CC=CC=C1)F (2-(4-(1,3-dioxan-2-yl)-2-fluorophenyl)-5-(1-(4-(benzyloxy)phenyl)vinyl)thiazolo[5,4-b]pyridine). RXN SMILES: [F-].[Cs+].[O:3]1[CH2:8][CH2:7][CH2:6][O:5][CH:4]1[C:9]1[CH:14]=[CH:13][C:12]([C:15]2[S:16][C:17]3[C:22]([N:23]=2)=[CH:21][CH:20]=[C:19](Cl)[N:18]=3)=[C:11]([F:25])[CH:10]=1.[CH2:26]([O:33][C:34]1[CH:39]=[CH:38][C:37]([C:40]([Sn](CCCC)(CCCC)CCCC)=[CH2:41])=[CH:36][CH:35]=1)[C:27]1[CH:32]=[CH:31][CH:30]=[CH:29][CH:28]=1>CN(C=O)C.CC(=O)OCC.[Cu]I.[Pd].C1(P(C2C=CC=CC=2)C2C=CC=CC=2)C=CC=CC=1.C1(P(C2C=CC=CC=2)C2C=CC=CC=2)C=CC=CC=1.C1(P(C2C=CC=CC=2)C2C=CC=CC=2)C=CC=CC=1.C1(P(C2C=CC=CC=2)C2C=CC=CC=2)C=CC=CC=1>[O:3]1[CH2:8][CH2:7][CH2:6][O:5][CH:4]1[C:9]1[CH:14]=[CH:13][C:12]([C:15]2[S:16][C:17]3[C:22]([N:23]=2)=[CH:21][CH:20]=[C:19]([C:40]([C:37]2[CH:38]=[CH:39][C:34]([O:33][CH2:26][C:27]4[CH:32]=[CH:31][CH:30]=[CH:29][CH:28]=4)=[CH:35][CH:36]=2)=[CH2:41])[N:18]=3)=[C:11]([F:25])[CH:10]=1 |f:0.1,7.8.9.10.11|. Procedure: A slurry of cesium fluoride (0.325 g, 2.14 mmol), CuI 0.0271 g, 0.143 mmol), tetrakis(triphenylphosphine) palladium (0) (0.0824 g, 0.0713 mmol), 2-(4-(1,3-dioxan-2-yl)-2-fluorophenyl)-5-chlorothiazolo[5,4-b]pyridine (0.500 g, 1.43 mmol), and crude (1-(4-(benzyloxy)-phenyl)vinyl)tributylstannane (1.07 g, 2.14 mmol) in 5 mL DMF was flushed with argon, sealed, and heated to 55° C. overnight. The reaction mixture was diluted with EA, filtered through celite, rinsing with EA. The filtrate was washed ... Reactants: CC1(OCC(O1)CCCCOS(=O)(=O)C1=CC=C(C=C1)C)C (2,2-dimethyl-4-(4-p-toluenesulfonyloxybutyl)-1,3-dioxolane), CN(C=O)C (dimethylformamide), [Br-].[Li+] (lithium bromide). Solvent: O (water). Run at time 22 hour. The product is BrCCCCC1OC(OC1)(C)C (4-(4-Bromobutyl)-2,2-dimethyl-1,3-dioxolane). Reaction SMILES: [CH3:1][C:2]1([CH3:22])[O:6][CH:5]([CH2:7][CH2:8][CH2:9][CH2:10]OS(C2C=CC(C)=CC=2)(=O)=O)[CH2:4][O:3]1.CN(C)C=O.[Br-:28].[Li+]>O>[Br:28][CH2:10][CH2:9][CH2:8][CH2:7][CH:5]1[CH2:4][O:3][C:2]([CH3:22])([CH3:1])[O:6]1 |f:2.3|. Reported procedure: To a stirred solution of 220 g. of 2,2-dimethyl-4-(4-p-toluenesulfonyloxybutyl)-1,3-dioxolane in 800 ml. of dimethylformamide at 0° C. is added 115 g. of anhydrous lithium bromide in portions during 5 minutes. The resulting mixture is stirred at ambient temperature for 22 hours, diluted with water, and extracted with ether. The extract is washed with sodium bicarbonate solution, water, and brine; dried over magnesium sulfate; and concentrated. The residue is distilled to give a colorless liquid,... The reactants are N1C(CCCC1)C(=O)O (piperidine-2-carboxylic acid), C=O (HCHO). Solvent: C(=O)O (HCOOH). Run at time 5 hour. Product: CN1C(CCCC1)C(=O)O (1-methylpiperidine-2-carboxylic acid), solid. Isolated yield 41.0%. RXN SMILES: [NH:1]1[CH2:6][CH2:5][CH2:4][CH2:3][CH:2]1[C:7]([OH:9])=[O:8].[CH2:10]=O>C(O)=O>[CH3:10][N:1]1[CH2:6][CH2:5][CH2:4][CH2:3][CH:2]1[C:7]([OH:9])=[O:8]. Procedure: Into a 25 ml 3-necked round bottom flask, was placed piperidine-2-carboxylic acid (975 mg, 7.56 mmol), HCHO (2.0 ml) and HCOOH (2.6 ml). The resulting solution was allowed to react, with stirring, for 5 hours while the temperature was maintained at reflux. The reaction progress was monitored by LCMS. The mixture was then concentrated by evaporation under vacuum using a rotary evaporator. The residue was triturated with 30 ml of Et2O to provide 1-methylpiperidine-2-carboxylic acid of as a white s... RXN SMILES: [Br-:21].[BrH:23].[ClH:20].[N:1]([O-:2])=[O:3].[NH2:5][c:6]1[cH:7][c:8]2[cH:9][cH:10][c:11]([S:16](=[O:17])(=[O:18])[OH:19])[cH:12][c:13]2[cH:14][cH:15]1.[Na+:4].[OH2:22]>>[c:6]1([Br:21])[cH:7][c:8]2[cH:9][cH:10][c:11]([S:16](=[O:17])(=[O:18])[OH:19])[cH:12][c:13]2[cH:14][cH:15]1. The reactants are [Br-], Br, Cl, O=N[O-], Nc1ccc2cc(S(=O)(=O)O)ccc2c1, [Na+], O. The product is O=S(=O)(O)c1ccc2cc(Br)ccc2c1. The reactants are FC1=CC2=C(NC(N=C2)=O)C=N1 (6-fluoropyrido[3,4-d]pyrimidinone), S(=O)(Cl)Cl (thionyl chloride), ClC=1C=C(N)C=CC1OCC1=NC=CC=C1 (3-chloro-4-(pyridin-2-ylmethoxy)aniline). Reagents/catalysts: CN(C)C=O (DMF). Run in CC(=O)N(C)C (DMA). Conditions: time 18 hour. Yields the product ClC=1C=C(C=CC1OCC1=NC=CC=C1)NC=1C2=C(N=CN1)C=NC(=C2)F (N-(3-chloro-4-(pyridin-2-ylmethoxy)phenyl)-6-fluoropyrido[3,4-d]pyrimidin-4-amine). Yield: 83.3%. Reaction SMILES: [F:1][C:2]1[N:12]=[CH:11][C:5]2[NH:6][C:7](=O)[N:8]=[CH:9][C:4]=2[CH:3]=1.S(Cl)(Cl)=O.[Cl:17][C:18]1[CH:19]=[C:20]([CH:22]=[CH:23][C:24]=1[O:25][CH2:26][C:27]1[CH:32]=[CH:31][CH:30]=[CH:29][N:28]=1)[NH2:21]>CN(C=O)C.CC(N(C)C)=O>[Cl:17][C:18]1[CH:19]=[C:20]([NH:21][C:9]2[C:4]3[CH:3]=[C:2]([F:1])[N:12]=[CH:11][C:5]=3[N:6]=[CH:7][N:8]=2)[CH:22]=[CH:23][C:24]=1[O:25][CH2:26][C:27]1[CH:32]=[CH:31][CH:30]=[CH:29][N:28]=1. Reported procedure: A heterogeneous mixture of 6-fluoropyrido[3,4-d]pyrimidin-4(3H)-one (200) (1.65 g, 10.0 mmol), thionyl chloride (30 ml) and a catalytic amount of DMF (3 drops) was stirred under reflux for 2 h 30 min to give a homogeneous mixture. It was evaporated under reduced pressure at 40° C. (bath temperature) to give a light brown solid. To this solid was added a solution of 3-chloro-4-(pyridin-2-ylmethoxy)aniline (2.58 g, 11.0 mmol) in dry DMA (15 ml). The residue of 3-chloro-4-(pyridin-2-ylmethoxy)anili... The reactants are OCCCN1CCCCC1 (1-(3-hydroxypropyl)piperidine), [Na] (sodium), ClC1=NC=CC(=C1)C1=CC=C(C=C1)OCCCN1C[C@H](CCC1)C (2-chloro-4-(4-{3-[(3S)-3-methylpiperidin-1-yl]propoxy}phenyl)pyridine). Solvent: ClCCl (dichloromethane). Yields the product N1(CCCCC1)CCCOC1=NC=CC(=C1)C1=CC=C(C=C1)OCCCN1C[C@H](CCC1)C (2-(3-piperidinopropoxy)-4-(4-{3-[(3S)-3-methylpiperidin-1-yl]propoxy}phenyl)pyridine). Yield: 15.5%. RXN SMILES: [OH:1][CH2:2][CH2:3][CH2:4][N:5]1[CH2:10][CH2:9][CH2:8][CH2:7][CH2:6]1.[Na].Cl[C:13]1[CH:18]=[C:17]([C:19]2[CH:24]=[CH:23][C:22]([O:25][CH2:26][CH2:27][CH2:28][N:29]3[CH2:34][CH2:33][CH2:32][C@H:31]([CH3:35])[CH2:30]3)=[CH:21][CH:20]=2)[CH:16]=[CH:15][N:14]=1>ClCCl>[N:5]1([CH2:4][CH2:3][CH2:2][O:1][C:15]2[CH:16]=[C:17]([C:19]3[CH:20]=[CH:21][C:22]([O:25][CH2:26][CH2:27][CH2:28][N:29]4[CH2:34][CH2:33][CH2:32][C@H:31]([CH3:35])[CH2:30]4)=[CH:23][CH:24]=3)[CH:18]=[CH:13][N:14]=2)[CH2:10][CH2:9][CH2:8][CH2:7][CH2:6]1 |^1:10|. Procedure: To 1-(3-hydroxypropyl)piperidine (287 mg) are successively added sodium (46 mg) and 2-chloro-4-(4-{3-[(3S)-3-methylpiperidin-1-yl]propoxy}phenyl)pyridine (345 mg). The mixture is heated overnight, cooled back to room temperature and dissolved in dichloromethane (20 mL). The organic phase is washed with water (20 mL), dried over magnesium sulphate, concentrated under reduced pressure and purified over silica gel (eluent (dichloromethane/methanol from 100/0 to 90/10). Fraction containing the expec... The reactants are C(C)OC(=O)C=1N=CC=2NC3=CC=C(C=C3C2C1)N (6-amino-β-carboline-3-carboxylic acid ethyl ester), Cl (hydrochloric acid), N(=O)[O-].[Na+] (sodium nitrite), C(C)OC(C(C(=O)C)C)=O (ethyl-2-methylacetoacetate), [OH-].[K+] (KOH), C(C)O (ethanol). Solvent: O (water), O (water), O (water), O (water). Reaction conditions: temperature 4 celsius, time 15 minute. The product is C(C)OC(=O)C=1N=CC=2NC3=CC=C(C=C3C2C1)N(N=CC=C=O)OCC (6-(1-ethoxy-carbonyl-ethylidenehydrazino)-β-carboline-3-carboxylic acid ethyl ester). RXN SMILES: [CH2:1]([O:3][C:4]([C:6]1[N:7]=[CH:8][C:9]2[NH:10][C:11]3[C:16]([C:17]=2[CH:18]=1)=[CH:15][C:14]([NH2:19])=[CH:13][CH:12]=3)=[O:5])[CH3:2].Cl.[N:21]([O-])=O.[Na+].C(OC(=O)[CH:29]([CH3:33])[C:30](C)=[O:31])C.[OH-].[K+].[CH2:37]([OH:39])[CH3:38]>O>[CH2:1]([O:3][C:4]([C:6]1[N:7]=[CH:8][C:9]2[NH:10][C:11]3[C:16]([C:17]=2[CH:18]=1)=[CH:15][C:14]([N:19]([O:39][CH2:37][CH3:38])[N:21]=[CH:33][CH:29]=[C:30]=[O:31])=[CH:13][CH:12]=3)=[O:5])[CH3:2] |f:2.3,5.6|. Procedure: 710 mg of 6-amino-β-carboline-3-carboxylic acid ethyl ester is mixed in 18 ml of water at 4° C. with 1.2 ml of concentrated hydrochloric acid. A solution of 210 mg of sodium nitrite in 20 ml of water is added in drops to the precipitated salt, and it is stirred for another 15 minutes at 4° C. This solution is added in drops at 4° C. to 410 mg of ethyl-2-methylacetoacetate and 1 ml of 50% KOH in 3 ml of ethanol and 6 ml of water, and it is stirred for another 3 hours. The reaction mixture is mixe... The reactants are solution, [OH-].[Na+] (sodium hydroxide), COC(/C(=C/C=1C=NC2=CC=CC=C2C1)/NC(C1=C(C=C(C=C1)C(CCC1=CC(=CC=C1)O)=O)Cl)=O)=O ((Z)-2-[[2-chloro-4-[3-(3-hydroxyphenyl)-1-oxopropan-1-yl]benzoyl]amino]-3-(quinolin-3-yl)propenoic acid methyl ester). The solvent is CO.O1CCCC1 (methanol tetrahydrofuran). Run at time 16 hour. The product is ClC1=C(C(=O)N\C(\C(=O)O)=C/C=2C=NC3=CC=CC=C3C2)C=CC(=C1)C(CCC1=CC(=CC=C1)O)=O ((Z)-2-[[2-chloro-4-[3-(3-hydroxyphenyl)-1-oxopropan-1-yl]benzoyl]amino]-3-(quinolin-3-yl)propenoic acid). Isolated yield 70.5%. As a reaction SMILES: [OH-].[Na+].C[O:4][C:5](=[O:39])/[C:6](/[NH:18][C:19](=[O:38])[C:20]1[CH:25]=[CH:24][C:23]([C:26](=[O:36])[CH2:27][CH2:28][C:29]2[CH:34]=[CH:33][CH:32]=[C:31]([OH:35])[CH:30]=2)=[CH:22][C:21]=1[Cl:37])=[CH:7]/[C:8]1[CH:9]=[N:10][C:11]2[C:16]([CH:17]=1)=[CH:15][CH:14]=[CH:13][CH:12]=2>CO.O1CCCC1>[Cl:37][C:21]1[CH:22]=[C:23]([C:26](=[O:36])[CH2:27][CH2:28][C:29]2[CH:34]=[CH:33][CH:32]=[C:31]([OH:35])[CH:30]=2)[CH:24]=[CH:25][C:20]=1[C:19]([NH:18]/[C:6](=[CH:7]\[C:8]1[CH:9]=[N:10][C:11]2[C:16]([CH:17]=1)=[CH:15][CH:14]=[CH:13][CH:12]=2)/[C:5]([OH:39])=[O:4])=[O:38] |f:0.1,3.4|. Procedure: An aqueous 1N solution of sodium hydroxide (0.9 mL, 0.9 mmol) was added to a solution of (Z)-2-[[2-chloro-4-[3-(3-hydroxyphenyl)-1-oxopropan-1-yl]benzoyl]amino]-3-(quinolin-3-yl)propenoic acid methyl ester (Example 226; 140 mg, 0.272 mmol) in methanol/tetrahydrofuran (1:1; 3.6 mL). The solution was stirred at room temperature for 16 h and the solvent was evaporated. Water (7 mL) was added and the mixture was extracted with diethyl ether. The diethyl ether extract was discarded and the water laye...